Dataset: the Open Reaction Database (ORD), a public repository of structured organic reaction records. Task: describe an organic reaction: reactants, conditions, products, and yield The reactants are C(C)C1=C(C=CC=2C(OCC21)=O)C=C (4-ethyl-5-vinyl-2-benzofuran-1(3H)-one), C1=CC(=CC(=C1)Cl)C(=O)OO (mCPBA). The solvent is C(Cl)Cl (DCM), C(Cl)Cl (DCM). Reaction conditions: time 3 day. Yields the product C(C)C1=C(C=CC=2C(OCC21)=O)C2OC2 (4-ethyl-5-oxiran-2-yl-2-benzofuran-1(3H)-one). As a reaction SMILES: [CH2:1]([C:3]1[C:11]2[CH2:10][O:9][C:8](=[O:12])[C:7]=2[CH:6]=[CH:5][C:4]=1[CH:13]=[CH2:14])[CH3:2].C1C=C(Cl)C=C(C(OO)=[O:23])C=1>C(Cl)Cl>[CH2:1]([C:3]1[C:11]2[CH2:10][O:9][C:8](=[O:12])[C:7]=2[CH:6]=[CH:5][C:4]=1[CH:13]1[CH2:14][O:23]1)[CH3:2]. Procedure details: A solution of 4-ethyl-5-vinyl-2-benzofuran-1(3H)-one (1.1 g, 5.85 mmol) in 50 mL of DCM was slowly added mCPBA (3.60 g, 85% purity, 17.6 mmol) in 50 mL of DCM at 0° C. Warmed to room temperature, the mixture was stirred for 3 days. The mixture was washed with aqueous Na2SO3 until KI paper didn't change color. The organic layers were combined, washed with brine and concentrated. The residue was purified by column chromatography to give product 4-ethyl-5-oxiran-2-yl-2-benzofuran-1(3H)-one. 1H-NMR ... The reactants are Brc1ccccn1, O=C1CCC1, C1CCOC1, [Li]CCCC, CC(C)NC(C)C. The product is OC1(c2cccnc2Br)CCC1. RXN SMILES: [Br:13][c:14]1[cH:15][cH:16][cH:17][cH:18][n:19]1.[C:20]1(=[O:24])[CH2:21][CH2:22][CH2:23]1.[CH2:25]1[O:26][CH2:27][CH2:28][CH2:29]1.[CH3:8][CH2:9][CH2:10][CH2:11][Li:12].[CH:1]([NH:2][CH:3]([CH3:4])[CH3:5])([CH3:6])[CH3:7]>>[Br:13][c:14]1[c:15]([C:20]2([OH:24])[CH2:21][CH2:22][CH2:23]2)[cH:16][cH:17][cH:18][n:19]1. The reactants are N1(CCCC1)[C@H]1CN(CC1)C1=C(C=C(C=C1)N1C(C2=CC=C(C=C2C=C1)O)=O)F (2-((R)-4-[1,3′]bipyrrolidinyl-1′-yl-3-fluorophenyl)-6-hydroxy-2H-isoquinolin-1-one), BrC=1SC=CN1 (2-bromothiazole). The product is N1(CCCC1)[C@H]1CN(CC1)C1=C(C=C(C=C1)N1C(C2=CC=C(C=C2C=C1)OC=1SC=CN1)=O)F (2-((R)-4-[1,3′]Bipyrrolidinyl-1′-yl-3-fluorophenyl)-6-(thiazol-2-yloxy)-2H-isoquinolin-1-one). Reaction SMILES: [N:1]1([C@@H:6]2[CH2:10][CH2:9][N:8]([C:11]3[CH:16]=[CH:15][C:14]([N:17]4[CH:26]=[CH:25][C:24]5[C:19](=[CH:20][CH:21]=[C:22]([OH:27])[CH:23]=5)[C:18]4=[O:28])=[CH:13][C:12]=3[F:29])[CH2:7]2)[CH2:5][CH2:4][CH2:3][CH2:2]1.Br[C:31]1[S:32][CH:33]=[CH:34][N:35]=1>>[N:1]1([C@@H:6]2[CH2:10][CH2:9][N:8]([C:11]3[CH:16]=[CH:15][C:14]([N:17]4[CH:26]=[CH:25][C:24]5[C:19](=[CH:20][CH:21]=[C:22]([O:27][C:31]6[S:32][CH:33]=[CH:34][N:35]=6)[CH:23]=5)[C:18]4=[O:28])=[CH:13][C:12]=3[F:29])[CH2:7]2)[CH2:2][CH2:3][CH2:4][CH2:5]1. Reported procedure: According to Method AB, 2-((R)-4-[1,3′]bipyrrolidinyl-1′-yl-3-fluorophenyl)-6-hydroxy-2H-isoquinolin-1-one was reacted with 2-bromothiazole. In this way the product was obtained with molecular weight 476.58 (C26H25FN4O2S); MS (ESI): 477 (M+H+). Starting materials: [Cl-], FC(F)(F)c1cccc(Cl)n1, N. Product: Nc1cccc(C(F)(F)F)n1. As a reaction SMILES: [Cl-:12].[Cl:1][c:2]1[n:3][c:4]([C:8]([F:9])([F:10])[F:11])[cH:5][cH:6][cH:7]1.[NH3:13]>>[c:2]1([NH2:13])[n:3][c:4]([C:8]([F:9])([F:10])[F:11])[cH:5][cH:6][cH:7]1. Reactants: CCN, CO, ClC(Cl)Cl, Cl, O=C1CCOCC1, O=C(Cl)c1ccc2nonc2c1. Product: CCN(C(=O)c1ccc2nonc2c1)C1CCOCC1. Reaction SMILES: [CH2:9]([CH3:10])[NH2:11].[CH3:24][OH:25].[CH:26]([Cl:27])([Cl:28])[Cl:29].[ClH:8].[O:1]1[CH2:2][CH2:3][C:4](=[O:7])[CH2:5][CH2:6]1.[n:12]1[o:13][n:14][c:15]2[c:16]1[cH:17][cH:18][c:19]([C:21](=[O:22])[Cl:23])[cH:20]2>>[O:1]1[CH2:2][CH2:3][CH:4]([N:11]([CH2:9][CH3:10])[C:21]([c:19]2[cH:18][cH:17][c:16]3[n:12][o:13][n:14][c:15]3[cH:20]2)=[O:22])[CH2:5][CH2:6]1. Starting materials: Cc1ccccc1, Nc1ccncc1, O=C=NC1CCCCC1. Product: O=C(Nc1ccncc1)NC1CCCCC1. Reaction SMILES: [CH3:17][c:18]1[cH:19][cH:20][cH:21][cH:22][cH:23]1.[NH2:1][c:2]1[cH:3][cH:4][n:5][cH:6][cH:7]1.[O:8]=[C:9]=[N:10][CH:11]1[CH2:12][CH2:13][CH2:14][CH2:15][CH2:16]1>>[NH:1]([c:2]1[cH:3][cH:4][n:5][cH:6][cH:7]1)[C:9](=[O:8])[NH:10][CH:11]1[CH2:12][CH2:13][CH2:14][CH2:15][CH2:16]1. Reactants: O (Water), Br[C@H]1[C@@H](CCCC1)O ((1R*,2R*)-2-bromocyclohexanol), N1C=NC=C1 (imidazole), CC(C)(C)[Si](C)(C)Cl (TBSCl). The solvent is CN(C)C=O (DMF). Reaction conditions: time 8 hour. Product: Br[C@H]1[C@@H](CCCC1)O[Si](C)(C)C(C)(C)C (((1R*,2R*)-2-bromocyclohexyloxy)(tert-butyl)dimethylsilane). The yield is 72.2%. As a reaction SMILES: [Br:1][C@@H:2]1[CH2:7][CH2:6][CH2:5][CH2:4][C@H:3]1[OH:8].N1C=CN=C1.[CH3:14][C:15]([Si:18](Cl)([CH3:20])[CH3:19])([CH3:17])[CH3:16].O>CN(C=O)C>[Br:1][C@@H:2]1[CH2:7][CH2:6][CH2:5][CH2:4][C@H:3]1[O:8][Si:18]([C:15]([CH3:17])([CH3:16])[CH3:14])([CH3:20])[CH3:19]. Procedure: To a solution (1R*,2R*)-2-bromocyclohexanol (27 g, 0.151 mol) of and imidazole (24.9 g, 0.366 mol) in DMF (500 mL) was added TBSCl (24.9 g, 0.166 mol), the reaction mixture was stirred overnight at rt. Water was added and extracted by EtOAc three times. The combined organic layers were dried, filtered, and concentrated to give ((1R*,2R*)-2-bromocyclohexyloxy)(tert-butyl)dimethylsilane (32 g, 72%). 1H NMR (CDCl3, 400 MHz) δ 0.05-1.05 (d, 6H), 0.90 (s, 9H), 1.20-1.40 (m, 3H), 1.60-1.85 (m, 3H), 1.... Starting materials: ClOC(C)(C)C (Tert-butyl hypochlorite), C(CCCCC)SCC=C (3-hexylthio-1-propene). Solvent: C(Cl)Cl (methylene chloride). Product: C(CCCCC)SC=CCCl (3-hexylthio-2-propenyl chloride). As a reaction SMILES: [Cl:1]OC(C)(C)C.[CH2:7]([S:13][CH2:14][CH:15]=[CH2:16])[CH2:8][CH2:9][CH2:10][CH2:11][CH3:12]>C(Cl)Cl>[CH2:7]([S:13][CH:14]=[CH:15][CH2:16][Cl:1])[CH2:8][CH2:9][CH2:10][CH2:11][CH3:12]. Reported procedure: Tert-butyl hypochlorite (2.06 g, 19.0 mmol) is added dropwise at -50° to a solution of 3-hexylthio-1-propene (3.0 g, 19.0 mmol) in 20 ml of methylene chloride. The mixture is allowed to warm to RT and is then stripped of solvent to give 3-hexylthio-2-propenyl chloride.